Dataset: the Open Reaction Database (ORD), a public repository of structured organic reaction records. Task: describe an organic reaction: reactants, conditions, products, and yield Reactants: COCC=O, CC(C)O, [F-], [K+], C[N+](=O)[O-]. The product is COCC(O)C[N+](=O)[O-]. As a reaction SMILES: [CH3:1][O:2][CH2:3][CH:4]=[O:5].[CH:8]([OH:9])([CH3:10])[CH3:11].[F-:6].[K+:7].[N+:12](=[O:13])([O-:14])[CH3:15]>>[CH3:1][O:2][CH2:3][CH:4]([OH:5])[CH2:15][N+:12](=[O:13])[O-:14]. The reactants are C1CCOC1, Cl, CC(C)(C)OC(=O)NC1CCN(c2cc(C(F)(F)F)ccn2)CC1, C1COCCO1. Yields the product NC1CCN(c2cc(C(F)(F)F)ccn2)CC1. Reaction SMILES: [CH2:25]1[O:26][CH2:27][CH2:28][CH2:29]1.[ClH:30].[F:1][C:2]([c:3]1[cH:4][c:5]([N:9]2[CH2:10][CH2:11][CH:12]([NH:15][C:16](=[O:17])[O:18][C:19]([CH3:20])([CH3:21])[CH3:22])[CH2:13][CH2:14]2)[n:6][cH:7][cH:8]1)([F:23])[F:24].[O:31]1[CH2:32][CH2:33][O:34][CH2:35][CH2:36]1>>[F:1][C:2]([c:3]1[cH:4][c:5]([N:9]2[CH2:10][CH2:11][CH:12]([NH2:15])[CH2:13][CH2:14]2)[n:6][cH:7][cH:8]1)([F:23])[F:24].